The task is: describe an organic reaction: reactants, conditions, products, and yield. This data is from the Open Reaction Database (ORD), a public repository of structured organic reaction records. Starting materials: C(C1=CC=CC=C1)C(C(=O)O)CC(=O)N1C[C@H]2CCCC[C@H]2C1 (2-benzyl-3-(cis-hexahydro-2-isoindolinylcarbonyl)propionic acid), C(CC)O (propanol). The product is C(C1=CC=CC=C1)C(C(=O)OCCC)CC(=O)N1C[C@H]2CCCC[C@H]2C1 (propyl 2-benzyl-3-(cis-hexahydro-2-isoindolinylcarbonyl)propionate). RXN SMILES: [CH2:1]([CH:8]([CH2:12][C:13]([N:15]1[CH2:23][C@H:22]2[C@H:17]([CH2:18][CH2:19][CH2:20][CH2:21]2)[CH2:16]1)=[O:14])[C:9]([OH:11])=[O:10])[C:2]1[CH:7]=[CH:6][CH:5]=[CH:4][CH:3]=1.[CH2:24](O)[CH2:25][CH3:26]>>[CH2:1]([CH:8]([CH2:12][C:13]([N:15]1[CH2:16][C@H:17]2[C@H:22]([CH2:21][CH2:20][CH2:19][CH2:18]2)[CH2:23]1)=[O:14])[C:9]([O:11][CH2:24][CH2:25][CH3:26])=[O:10])[C:2]1[CH:3]=[CH:4][CH:5]=[CH:6][CH:7]=1. Procedure: To 2-benzyl-3-(cis-hexahydro-2-isoindolinylcarbonyl)propionic acid (100 mg) were added propanol (2 ml) and boron trifluoride diethyl ether complex (12 μl) with stirring. After the mixture was stirred at room temperature for 24 hours, the solvent was evaporated under reduced pressure. The residue was dissolved in dichloromethane, washed succecively with saturated sodium bicarbonate solution and brine, and dried over MgSO4. The solvent was evaporated under reduced pressure to give 106 mg of propyl...